This data is from the Open Reaction Database (ORD), a public repository of structured organic reaction records. The task is: describe an organic reaction: reactants, conditions, products, and yield The reactants are CS(=O)(=O)N1C[C@H](CCC1)NC1=NC(=NC=C1C=1N=C2C(=NC1)N(C=C2)COCC[Si](C)(C)C)S(=O)(=O)C (((S)-1-methanesulfonyl-piperidin-3-yl)-{2-methanesulfonyl-5-[5-(2-trimethylsilanyl-ethoxymethyl)-5H-pyrrolo[2,3-b]pyrazin-2-yl]-pyrimidin-4-yl}-amine), CN1CCNCC1 (N-methylpiperazine), CS(=O)(=O)C (methylsulfone). Run in O1CCOCC1 (dioxane). The product is CS(=O)(=O)N1C[C@H](CCC1)NC1=NC(=NC=C1C=1N=C2C(=NC1)NC=C2)N2CCN(CC2)C (((S)-1-methanesulfonyl-piperidin-3-yl)-[2-(4-methyl-piperazin-1-yl)-5-(5H-pyrrolo[2,3-b]pyrazin-2-yl)-pyrimidin-4-yl]-amine). As a reaction SMILES: [CH3:1][S:2]([N:5]1[CH2:10][CH2:9][CH2:8][C@H:7]([NH:11][C:12]2[C:17]([C:18]3[N:19]=[C:20]4[CH:26]=[CH:25][N:24](COCC[Si](C)(C)C)[C:21]4=[N:22][CH:23]=3)=[CH:16][N:15]=[C:14](S(C)(=O)=O)[N:13]=2)[CH2:6]1)(=[O:4])=[O:3].[CH3:39][N:40]1[CH2:45][CH2:44][NH:43][CH2:42][CH2:41]1.CS(C)(=O)=O>O1CCOCC1>[CH3:1][S:2]([N:5]1[CH2:10][CH2:9][CH2:8][C@H:7]([NH:11][C:12]2[C:17]([C:18]3[N:19]=[C:20]4[CH:26]=[CH:25][NH:24][C:21]4=[N:22][CH:23]=3)=[CH:16][N:15]=[C:14]([N:43]3[CH2:44][CH2:45][N:40]([CH3:39])[CH2:41][CH2:42]3)[N:13]=2)[CH2:6]1)(=[O:3])=[O:4]. Procedure: In a dioxane solution of ((S)-1-methanesulfonyl-piperidin-3-yl)-{2-methanesulfonyl-5-[5-(2-trimethylsilanyl-ethoxymethyl)-5H-pyrrolo[2,3-b]pyrazin-2-yl]-pyrimidin-4-yl}-amine derived from Example 84, step 1, N-methylpiperazine was used to displace the methylsulfone similar to examples above and the de-protection step was similar to step 5, Example 76, to give ((S)-1-methanesulfonyl-piperidin-3-yl)-[2-(4-methyl-piperazin-1-yl)-5-(5H-pyrrolo[2,3-b]pyrazin-2-yl)-pyrimidin-4-yl]-amine. MS (ES+): 472... The reactants are C1(=CC=CC=C1)CC#N (Phenyl acetonitrile), Cl.NO (hydroxylamine hydrochloride), C([O-])([O-])=O.[Na+].[Na+] (sodium carbonate), O (water). The solvent is CO (methanol). Yields the product ONC(CC1=CC=CC=C1)=N (N-Hydroxy-2-phenylethanimidamide). RXN SMILES: [C:1]1([CH2:7][C:8]#[N:9])[CH:6]=[CH:5][CH:4]=[CH:3][CH:2]=1.Cl.[NH2:11][OH:12].C(=O)([O-])[O-].[Na+].[Na+].O>CO>[OH:12][NH:11][C:8](=[NH:9])[CH2:7][C:1]1[CH:6]=[CH:5][CH:4]=[CH:3][CH:2]=1 |f:1.2,3.4.5|. Procedure details: Phenyl acetonitrile (20 g, 170 mmol), hydroxylamine hydrochloride (60 g, 850 mmol) and sodium carbonate (71 g, 850 mmol) were heated under reflux in methanol (300 ml) and water (300 ml) for 5 hours. The reaction mixture was cooled to room temperature, filtered and the filtrate was evaporated and extracted with dichloromethane (3×). The combined organic solutions were washed with water and brine, dried (MgSO4), filtered and concentrated under reduced pressure to give the title compound as a white... Reactants: O=C([O-])[O-], CN(C)C=O, Clc1ccc(CBr)cc1, [K+], [K+], O=C1NCCc2ccc(N3CCNCC3)cc21, O. The product is O=C1NCCc2ccc(N3CCN(Cc4ccc(Cl)cc4)CC3)cc21. As a reaction SMILES: [C:18](=[O:19])([O-:20])[O-:21].[CH3:34][N:35]([CH3:36])[CH:37]=[O:38].[Cl:24][c:25]1[cH:26][cH:27][c:28]([CH2:29][Br:30])[cH:31][cH:32]1.[K+:22].[K+:23].[N:1]1([c:7]2[cH:8][cH:9][c:10]3[c:15]([cH:16]2)[C:14](=[O:17])[NH:13][CH2:12][CH2:11]3)[CH2:2][CH2:3][NH:4][CH2:5][CH2:6]1.[OH2:33]>>[N:1]1([c:7]2[cH:8][cH:9][c:10]3[c:15]([cH:16]2)[C:14](=[O:17])[NH:13][CH2:12][CH2:11]3)[CH2:2][CH2:3][N:4]([CH2:29][c:28]2[cH:27][cH:26][c:25]([Cl:24])[cH:32][cH:31]2)[CH2:5][CH2:6]1.